Dataset: the Open Reaction Database (ORD), a public repository of structured organic reaction records. Task: describe an organic reaction: reactants, conditions, products, and yield Reactants: C(C)(=O)OCC1OC2=C(C1)C=CC(=C2Cl)Cl (2-acetoxymethyl-6,7-dichloro-2,3-dihydrobenzofuran), ClS(=O)(=O)O (chlorosulfonic acid), CNC (dimethylamine), O (water). Solvent: C(C)O (ethanol), S(=O)(Cl)Cl (thionyl chloride), ClCCl (dichloromethane), CCOCC (ether). Reaction conditions: time 2 hour. Yields the product C(C)(=O)OCC1OC2=C(C1)C=C(C(=C2Cl)Cl)S(N(C)C)(=O)=O (2-acetoxymethyl-6,7-dichloro-5-(N,N-dimethylsulfamoyl)-2,3-dihydrobenzofuran). Yield: 88.0%. RXN SMILES: [C:1]([O:4][CH2:5][CH:6]1[CH2:10][C:9]2[CH:11]=[CH:12][C:13]([Cl:16])=[C:14]([Cl:15])[C:8]=2[O:7]1)(=[O:3])[CH3:2].Cl[S:18]([OH:21])(=O)=[O:19].O.[CH3:23][NH:24][CH3:25]>S(Cl)(Cl)=O.CCOCC.ClCCl.C(O)C>[C:1]([O:4][CH2:5][CH:6]1[CH2:10][C:9]2[CH:11]=[C:12]([S:18](=[O:21])(=[O:19])[N:24]([CH3:25])[CH3:23])[C:13]([Cl:16])=[C:14]([Cl:15])[C:8]=2[O:7]1)(=[O:3])[CH3:2]. Reported procedure: To a solution of 1 g of the oily 2-acetoxymethyl-6,7-dichloro-2,3-dihydrobenzofuran in 2 ml of thionyl chloride is added 1.25 ml of chlorosulfonic acid under ice-cooling and then stirred at room temperature for 2 hours. The reaction mixture is poured into iced water (about 50 g) and extracted with ether. The ether layer is washed water, then dried over calcium chloride, and evaporated to dryness under reduced pressure. To a solution of thus obtained oily product dissolved in 10 ml of dichloromet... The reactants are C(C)(C)(C)OC([C@H](CCCCN(CCCCNC(=O)OCC1=CC=CC=C1)C(=O)OCC1=CC=CC=C1)NC(=O)OC(C)(C)C)=O ((2S)-11-[(Benzyloxycarbonyl)amino]-2-[(tert-butoxycarbonyl)amino]-7-(carbobenzyloxy)-7-azaundecanoic Acid tert-Butyl Ester), FC(C(=O)O)(F)F (trifluoroacetic acid), C(C)[SiH](CC)CC (triethylsilane). Run in C(Cl)Cl (CH2Cl2). Reaction conditions: time 23 hour. Yields the product N[C@H](C(=O)O)CCCCN(CCCCNC(=O)OCC1=CC=CC=C1)C(=O)OCC1=CC=CC=C1 (2(S)-Amino-11-[(benzyloxycarbonyl)amino]7-(carbobenzyloxy)-7-azaundecanoic Acid). Yield: 66.9%. As a reaction SMILES: C([O:5][C:6](=[O:46])[C@@H:7]([NH:38]C(OC(C)(C)C)=O)[CH2:8][CH2:9][CH2:10][CH2:11][N:12]([C:28]([O:30][CH2:31][C:32]1[CH:37]=[CH:36][CH:35]=[CH:34][CH:33]=1)=[O:29])[CH2:13][CH2:14][CH2:15][CH2:16][NH:17][C:18]([O:20][CH2:21][C:22]1[CH:27]=[CH:26][CH:25]=[CH:24][CH:23]=1)=[O:19])(C)(C)C.FC(F)(F)C(O)=O.C([SiH](CC)CC)C>C(Cl)Cl>[NH2:38][C@@H:7]([CH2:8][CH2:9][CH2:10][CH2:11][N:12]([C:28]([O:30][CH2:31][C:32]1[CH:37]=[CH:36][CH:35]=[CH:34][CH:33]=1)=[O:29])[CH2:13][CH2:14][CH2:15][CH2:16][NH:17][C:18]([O:20][CH2:21][C:22]1[CH:23]=[CH:24][CH:25]=[CH:26][CH:27]=1)=[O:19])[C:6]([OH:46])=[O:5]. Procedure: Under argon, 8 (271 mg, 0.422 mmol) was added to a mixture of trifluoroacetic acid (770 mg, 6.7 mmol), CH2Cl2 (3.0 mL), and triethylsilane (330 mg, 2.8 mmol); this was stirred at room temperature for 23 hours. The reaction mixture was concentrated; the resultant oil was dissolved in water (5.0 mL) and adjusted to pH 7 with saturated NaHCO3 solution. This solution was then concentrated; the residue was purified by chromatography on a C-18 column (30% acetone/water, followed by 55% acetone/water) ... Starting materials: N(=[N+]=[N-])[C@@H]1CN(CC1)C(=O)OCC1=CC=C(C=C1)[N+](=O)[O-] ((3S)-3-azido-1-(p-nitrobenzyloxycarbonyl)pyrrolidine), C1(=CC=CC=C1)P(C1=CC=CC=C1)C1=CC=CC=C1 (triphenylphosphine), O.O.O.O.O.O.O.O.O.O.S(=O)(=O)([O-])[O-].[Na+].[Na+] (sodium sulfate decahydrate). Solvent: C(C)#N (acetonitrile). Reaction conditions: temperature 70 celsius, time 2 hour. Yields the product N[C@@H]1CN(CC1)C(=O)OCC1=CC=C(C=C1)[N+](=O)[O-] ((3S)-3-amino-1-(p-nitrobenzyloxycarbonyl)pyrrolidine). Yield: 92.0%. RXN SMILES: [N:1]([C@H:4]1[CH2:8][CH2:7][N:6]([C:9]([O:11][CH2:12][C:13]2[CH:18]=[CH:17][C:16]([N+:19]([O-:21])=[O:20])=[CH:15][CH:14]=2)=[O:10])[CH2:5]1)=[N+]=[N-].C1(P(C2C=CC=CC=2)C2C=CC=CC=2)C=CC=CC=1.O.O.O.O.O.O.O.O.O.O.S([O-])([O-])(=O)=O.[Na+].[Na+]>C(#N)C>[NH2:1][C@H:4]1[CH2:8][CH2:7][N:6]([C:9]([O:11][CH2:12][C:13]2[CH:18]=[CH:17][C:16]([N+:19]([O-:21])=[O:20])=[CH:15][CH:14]=2)=[O:10])[CH2:5]1 |f:2.3.4.5.6.7.8.9.10.11.12.13.14|. Reported procedure: To a solution of (3S)-3-azido-1-(p-nitrobenzyloxycarbonyl)pyrrolidine (3.43 g, 11.6 mmol) (obtained as described in Reference Example 52(3)) in acetonitrile (103 ml) was added triphenylphosphine (3.19 g, 12.2 mmol), and the mixture was stirred in an oil bath (70° C.) for 2 hours. After checking the completion of the reaction, sodium sulfate decahydrate (3.93 g, 12.2 mmol) was added thereto and the reaction mixture was stirred for 5 hours. After checking the completion of the reaction, the reacti... Reactants: CC(=O)c1ccc(CC(C)C)c(C#N)c1, CO, [O-]Cl, Cl, [Na+], [Na+], [OH-]. Product: CC(C)Cc1ccc(C(=O)O)cc1C#N. As a reaction SMILES: [C:6](#[N:7])[c:8]1[cH:9][c:10]([C:18]([CH3:19])=[O:20])[cH:11][cH:12][c:13]1[CH2:14][CH:15]([CH3:16])[CH3:17].[CH3:22][OH:23].[Cl:1][O-:2].[ClH:21].[Na+:3].[Na+:5].[OH-:4]>>[O:2]=[C:18]([c:10]1[cH:9][c:8]([C:6]#[N:7])[c:13]([CH2:14][CH:15]([CH3:16])[CH3:17])[cH:12][cH:11]1)[OH:20].